From a dataset of the Open Reaction Database (ORD), a public repository of structured organic reaction records. describe an organic reaction: reactants, conditions, products, and yield The reactants are resultant precipitate, C(C(=O)OCC)(=O)OCC (diethyl ethanedioate), [O-]CC.[Na+] (sodium ethoxide), CC(CC)=O (2-Butanone), O.NN (Hydrazine hydrate). Solvent: C(C)O (ethanol), C(C)(=O)O (acetic acid), C(C)O (ethanol). Run at time 15 minute. Product: C(C)C1=NNC(=C1)C(=O)OCC (Ethyl 3-ethyl-1H-pyrazole-5-carboxylate). As a reaction SMILES: [C:1]([O:8][CH2:9][CH3:10])(=[O:7])[C:2](OCC)=O.[O-]CC.[Na+].[CH3:15][C:16](=O)[CH2:17][CH3:18].O.[NH2:21][NH2:22]>C(O)C.C(O)(=O)C>[CH2:17]([C:16]1[CH:15]=[C:2]([C:1]([O:8][CH2:9][CH3:10])=[O:7])[NH:22][N:21]=1)[CH3:18] |f:1.2,4.5|. Reported procedure: To a solution of diethyl ethanedioate (45.2 g) in absolute ethanol (140 ml) cooled in an ice/industrial methylated spirit bath was added ethanolic sodium ethoxide (100 ml; 21% w/w) dropwise, keeping the temperature below 3° C. and the mixture stirred for 15 min in an ice bath. 2-Butanone (22.1 g) was added and the mixture stirred in an ice bath for 15 min before being allowed to warm to RT overnight. The mixture was stirred at 40° C. for 6 h and then cooled to 0° C. Glacial acetic acid (17.5 ml)... The reactants are CC(=O)OC(C)=O, Cl, Cl, O=Cc1c[nH]c2cc(F)c(F)cc12, NO, [Na+], C1CCOC1, [OH-], c1ccncc1. Yields the product N#Cc1c[nH]c2cc(F)c(F)cc12. Reaction SMILES: [CH3:17][C:18]([O:19][C:20](=[O:21])[CH3:22])=[O:23].[ClH:14].[ClH:26].[F:1][c:2]1[cH:3][c:4]2[c:5]([CH:12]=[O:13])[cH:6][nH:7][c:8]2[cH:9][c:10]1[F:11].[NH2:15][OH:16].[Na+:25].[O:27]1[CH2:28][CH2:29][CH2:30][CH2:31]1.[OH-:24].[cH:32]1[cH:33][cH:34][n:35][cH:36][cH:37]1>>[F:1][c:2]1[cH:3][c:4]2[c:5]([C:12]#[N:15])[cH:6][nH:7][c:8]2[cH:9][c:10]1[F:11]. Reactants: CC(C)(C)N=C=O, C1CCOC1, Nc1ccc(NC(=O)c2cc(OCc3ccccc3)cc(OCc3ccccc3)c2)nc1. Product: CC(C)(C)NC(=O)Nc1ccc(NC(=O)c2cc(OCc3ccccc3)cc(OCc3ccccc3)c2)nc1. Reaction SMILES: [C:1]([CH3:2])([CH3:3])([CH3:4])[N:5]=[C:6]=[O:7].[CH2:40]1[O:41][CH2:42][CH2:43][CH2:44]1.[CH2:8]([c:9]1[cH:10][cH:11][cH:12][cH:13][cH:14]1)[O:15][c:16]1[cH:17][c:18]([C:19](=[O:20])[NH:21][c:22]2[n:23][cH:24][c:25]([NH2:28])[cH:26][cH:27]2)[cH:29][c:30]([O:32][CH2:33][c:34]2[cH:35][cH:36][cH:37][cH:38][cH:39]2)[cH:31]1>>[C:1]([CH3:2])([CH3:3])([CH3:4])[NH:5][C:6](=[O:7])[NH:28][c:25]1[cH:24][n:23][c:22]([NH:21][C:19]([c:18]2[cH:17][c:16]([O:15][CH2:8][c:9]3[cH:10][cH:11][cH:12][cH:13][cH:14]3)[cH:31][c:30]([O:32][CH2:33][c:34]3[cH:35][cH:36][cH:37][cH:38][cH:39]3)[cH:29]2)=[O:20])[cH:27][cH:26]1. Starting materials: S(=O)(=O)([O-])OOS(=O)(=O)[O-].[Na+].[Na+] (Sodium persulfate), CN(C1=CC=C(C=C1)N)C (N′,N′-dimethyl-p-phenylene diamine), S(=S)(=O)([O-])[O-].[Na+].[Na+] (Sodium thiosulfate), CO (methanol). Solvent: O (water), O (water), O (water). Reaction conditions: temperature 5 celsius, time 3 hour. Product: NC1=C(C=C(C=C1)N(C)C)S(=S)(=O)O (2-amino-5-dimethylaminophenylthiosulfonic acid). As a reaction SMILES: [CH3:1][N:2]([CH3:10])[C:3]1[CH:8]=[CH:7][C:6]([NH2:9])=[CH:5][CH:4]=1.CO.[S:13]([O-])([O-:16])(=[O:15])=[S:14].[Na+].[Na+].S(OOS([O-])(=O)=O)([O-])(=O)=O.[Na+].[Na+]>O>[NH2:9][C:6]1[CH:7]=[CH:8][C:3]([N:2]([CH3:10])[CH3:1])=[CH:4][C:5]=1[S:13]([OH:16])(=[O:15])=[S:14] |f:2.3.4,5.6.7|. Reported procedure: N′,N′-dimethyl-p-phenylene diamine (10 g, 0.0735 mols) was added to a round bottom flask. To this was added de-ionised water (160 ml) and methanol (40 ml) and the solution was then cooled to 5° C. Sodium thiosulfate (20 g, 0.0808 mols) in water (20 ml) was added to the solution in one aliquot. Sodium persulfate (17.5 g, 0.0735 mols) in water (40 ml) was added drop-wise over a 15 minute period. The reaction mixture was stirred for 3 hours at 5° C. and then warmed to 22° C. over a period of 1 hour... The reactants are COC1=C(C=CC(=C1)B1OC(C(O1)(C)C)(C)C)NC(OC(C)(C)C)=O (tert-butyl N-[2-methoxy-4-(4,4,5,5-tetramethyl-1,3,2-dioxaborolan-2-yl)phenyl]carbamate), FC(C(=O)O)(F)F (trifluoroacetic acid). Solvent: ClCCl (dichloromethane), ClCCl (dichloromethane). Run at temperature 5 celsius, time 2 hour. Yields the product COC1=C(N)C=CC(=C1)B1OC(C(O1)(C)C)(C)C (2-methoxy-4-(4,4,5,5-tetramethyl-1,3,2-dioxaborolan-2-yl)aniline). The yield is 67.5%. As a reaction SMILES: [CH3:1][O:2][C:3]1[CH:8]=[C:7]([B:9]2[O:13][C:12]([CH3:15])([CH3:14])[C:11]([CH3:17])([CH3:16])[O:10]2)[CH:6]=[CH:5][C:4]=1[NH:18]C(=O)OC(C)(C)C.FC(F)(F)C(O)=O>ClCCl>[CH3:1][O:2][C:3]1[CH:8]=[C:7]([B:9]2[O:13][C:12]([CH3:15])([CH3:14])[C:11]([CH3:17])([CH3:16])[O:10]2)[CH:6]=[CH:5][C:4]=1[NH2:18]. Procedure: A mixture of tert-butyl N-[2-methoxy-4-(4,4,5,5-tetramethyl-1,3,2-dioxaborolan-2-yl)phenyl]carbamate (45.0 g, 0.129 mol) was dissolved in dichloromethane (270 mL) then the solution was cooled to 5° C. in and ice bath. A mixture of 20% trifluoroacetic acid in dichloromethane was added dropwise over the course of one hour while maintaining the temperature of the mixture at <5° C. The reaction mixture was warmed to ambient temperature and stirred for 2 hours. The solvents were removed under reduced...